This data is from the Open Reaction Database (ORD), a public repository of structured organic reaction records. The task is: describe an organic reaction: reactants, conditions, products, and yield The reactants are C(C1=CC=CC=C1)Br (Benzyl bromide), [OH-].[Na+] (sodium hydroxide), CN1C(NC(C=2NC(=NC12)C)=O)=O (3,8-dimethylxanthine). Run in O (water), CO (methanol). Run at time 1 hour. Yields the product C(C1=CC=CC=C1)N1C(=NC=2N(C(NC(C12)=O)=O)C)C (7-Benzyl-3,8-dimethylxanthine). RXN SMILES: [OH-].[Na+].[CH3:3][N:4]1[C:12]2[N:11]=[C:10]([CH3:13])[NH:9][C:8]=2[C:7](=[O:14])[NH:6][C:5]1=[O:15].[CH2:16](Br)[C:17]1[CH:22]=[CH:21][CH:20]=[CH:19][CH:18]=1>O.CO>[CH2:16]([N:9]1[C:8]2[C:7](=[O:14])[NH:6][C:5](=[O:15])[N:4]([CH3:3])[C:12]=2[N:11]=[C:10]1[CH3:13])[C:17]1[CH:22]=[CH:21][CH:20]=[CH:19][CH:18]=1 |f:0.1|. Reported procedure: A solution of sodium hydroxide (400 mg) in water (5 ml) was added to a suspension of 3,8-dimethylxanthine (1.80 g) in methanol (10 ml) at 70° C. and stirred for 1 hour. Benzyl bromide (1.2 ml) was added and the mixture was stirred at 70-80° C. for 5 hours. After evaporation of the solvent under reduced pressure, the residue was suspended in saturated aqueous ammonium chloride solution (50 ml) and extracted with ethyl acetate (3×75 ml). The combined extracts were washed with saturated aqueous sod... Reactants: C1CCOC1, Cc1cc(C(=O)O)ccc1N1CCCN(C)CC1, [Cl-], CC(N)c1nc2cc(Cl)ccc2[nH]1. Product: Cc1cc(C(=O)NC(C)c2nc3cc(Cl)ccc3[nH]2)ccc1N1CCCN(C)CC1. As a reaction SMILES: [CH2:33]1[O:34][CH2:35][CH2:36][CH2:37]1.[CH3:2][c:3]1[cH:4][c:5]([C:6](=[O:7])[OH:8])[cH:9][cH:10][c:11]1[N:12]1[CH2:13][CH2:14][N:15]([CH3:19])[CH2:16][CH2:17][CH2:18]1.[Cl-:1].[Cl:20][c:21]1[cH:22][c:23]2[c:24]([nH:25][c:26]([CH:28]([CH3:29])[NH2:30])[n:27]2)[cH:31][cH:32]1>>[CH3:2][c:3]1[cH:4][c:5]([C:6](=[O:8])[NH:30][CH:28]([c:26]2[nH:25][c:24]3[c:23]([cH:22][c:21]([Cl:20])[cH:32][cH:31]3)[n:27]2)[CH3:29])[cH:9][cH:10][c:11]1[N:12]1[CH2:13][CH2:14][N:15]([CH3:19])[CH2:16][CH2:17][CH2:18]1. The product is C(C)SC(=C(C(F)(F)F)F)SCC (1,1-Bis-ethylsulfanyl-2,3,3,3-tetrafluoro-propene). Starting materials: C(C)SC(C(C(F)(F)F)(F)F)SCC (3,3-Bis-ethylsulfanyl-1,1,1,2,2-pentafluoro-propane). Solvent: C(Cl)Cl (DCM), [OH-].[K+] (KOH). The yield is 125.0%. Reaction SMILES: [CH2:1]([S:3][CH:4]([S:12][CH2:13][CH3:14])[C:5](F)([F:10])[C:6]([F:9])([F:8])[F:7])[CH3:2]>C(Cl)Cl.[OH-].[K+]>[CH2:13]([S:12][C:4]([S:3][CH2:1][CH3:2])=[C:5]([F:10])[C:6]([F:7])([F:8])[F:9])[CH3:14] |f:2.3|. Procedure details: A solution of 3,3-bis-ethylsulfanyl-1,1,1,2,2-pentafluoro-propane (example C.26 step 1) (125.8 g, 495 mmol) in DCM (495 mL) and 3M KOH (97.97 g KOH (85%) in 495 mL H2O), with a catalytic amount of n-BuN4Br (4.785 g, 3 mol %), was stirred at 23° C. for 3 h. The organic layer was separated and dried over MgSO4. The solvent was removed by cautious rotary evaporation (470 mbar, 40° C., 100 rpm) to give an orange liquid (ca. 145 g, 125%). Vacuum distillation gave the title compound as a colorless liq...